This data is from the Open Reaction Database (ORD), a public repository of structured organic reaction records. The task is: describe an organic reaction: reactants, conditions, products, and yield Reactants: COCCCOC(c1ccccc1)C1CCCN(C(=O)NC(CNC(=O)OCC[Si](C)(C)C)CC2CCCCC2)C1, ClCCl, O=C(O)C(F)(F)F. The product is COCCCOC(c1ccccc1)C1CCCN(C(=O)NC(CN)CC2CCCCC2)C1, O=C(O)C(F)(F)F. As a reaction SMILES: [CH3:1][O:2][CH2:3][CH2:4][CH2:5][O:6][CH:7]([CH:8]1[CH2:9][N:10]([C:14](=[O:15])[NH:16][CH:17]([CH2:18][NH:19][C:20](=[O:21])[O:22][CH2:23][CH2:24][Si:25]([CH3:26])([CH3:27])[CH3:28])[CH2:29][CH:30]2[CH2:31][CH2:32][CH2:33][CH2:34][CH2:35]2)[CH2:11][CH2:12][CH2:13]1)[c:36]1[cH:37][cH:38][cH:39][cH:40][cH:41]1.[Cl:49][CH2:50][Cl:51].[F:42][C:43]([C:44](=[O:45])[OH:46])([F:47])[F:48]>>[CH3:1][O:2][CH2:3][CH2:4][CH2:5][O:6][CH:7]([CH:8]1[CH2:9][N:10]([C:14](=[O:15])[NH:16][CH:17]([CH2:18][NH2:19])[CH2:29][CH:30]2[CH2:31][CH2:32][CH2:33][CH2:34][CH2:35]2)[CH2:11][CH2:12][CH2:13]1)[c:36]1[cH:37][cH:38][cH:39][cH:40][cH:41]1.[F:42][C:43]([C:44](=[O:45])[OH:46])([F:47])[F:48].